This data is from the Open Reaction Database (ORD), a public repository of structured organic reaction records. The task is: describe an organic reaction: reactants, conditions, products, and yield The reactants are C(=O)(C(F)(F)F)OC(=O)C(F)(F)F (TFAA), ClC=1C(=NC=CN1)NCC(=O)[C@@H]1CC[C@H]2OC(O[C@H]21)(C)C (2-(3-chloropyrazin-2-ylamino)-1-((3aS,4R,6aR)-2,2-dimethyltetrahydro-3aH-cyclopenta[d][1,3]dioxol-4-yl)ethanone), C(=O)(C(F)(F)F)O (TFA), N1=CC=CC=C1 (Pyridine). The solvent is C1(=CC=CC=C1)C (toluene). Reaction conditions: temperature 0 celsius, time 30 minute. Yields the product ClC=1C=2N(C=CN1)C(=CN2)[C@@H]2CC[C@H]1OC(O[C@H]12)(C)C (8-chloro-3-((3aS,4S,6aR)-2,2-dimethyltetrahydro-3aH-cyclopenta[d][1,3]dioxol-4-yl)imidazo[1,2-a]pyrazine). Reaction SMILES: [Cl:1][C:2]1[C:3]([NH:8][CH2:9][C:10]([C@H:12]2[C@H:19]3[C@H:15]([O:16][C:17]([CH3:21])([CH3:20])[O:18]3)[CH2:14][CH2:13]2)=O)=[N:4][CH:5]=[CH:6][N:7]=1.N1C=CC=CC=1.C(O)(C(F)(F)F)=O.C(OC(C(F)(F)F)=O)(C(F)(F)F)=O>C1(C)C=CC=CC=1>[Cl:1][C:2]1[C:3]2[N:4]([C:10]([C@H:12]3[C@H:19]4[C@H:15]([O:16][C:17]([CH3:21])([CH3:20])[O:18]4)[CH2:14][CH2:13]3)=[CH:9][N:8]=2)[CH:5]=[CH:6][N:7]=1. Procedure details: 2-(3-chloropyrazin-2-ylamino)-1-((3aS,4R,6aR)-2,2-dimethyltetrahydro-3aH-cyclopenta[d][1,3]dioxol-4-yl)ethanone (2-8) (1.2 g, 3.85 mmol, 1 equiv) was dissolved in toluene (28 mL) and the mixture was cooled to 0° C. Pyridine (3.74 mL, 46.2 mmol, 12 equiv) was added followed by TFA (2.08 mL, 26.9 mmol, 7 equiv). After 30 minutes, TFAA (3.81 mL, 26.9 mmol, 7 equiv) was added. The resulting mixture was stirred for 1 h, then was concentrated and the yellow residue was purified via flash chromatograph...